This data is from the Open Reaction Database (ORD), a public repository of structured organic reaction records. The task is: describe an organic reaction: reactants, conditions, products, and yield Starting materials: CC(=O)O, COc1ccc(Cc2ccccc2OC)cn1, Cl, N#CS[Pb]SC#N. Yields the product COc1ccc(Cc2cc(SC#N)ccc2OC)cn1. Reaction SMILES: [CH3:26][C:27](=[O:28])[OH:29].[CH3:9][O:10][c:11]1[cH:12][cH:13][c:14]([CH2:17][c:18]2[c:19]([O:24][CH3:25])[cH:20][cH:21][cH:22][cH:23]2)[cH:15][n:16]1.[Cl:1].[Pb:2]([S:3][C:4]#[N:5])[S:6][C:7]#[N:8]>>[S:6]([C:7]#[N:8])[c:22]1[cH:21][cH:20][c:19]([O:24][CH3:25])[c:18]([CH2:17][c:14]2[cH:13][cH:12][c:11]([O:10][CH3:9])[n:16][cH:15]2)[cH:23]1. The reactants are [Si](C)(C)(C(C)(C)C)OC[C@H](C1=CC(=C(C=C1)Cl)F)N1CC=C(C=C1)C1=NC(=NC=C1)NC1=CC=NN1C ((S)-1-(2-((tert-butyldimethylsilyl)oxy)-1-(4-chloro-3-fluorophenyl)ethyl)-4-(2-((1-methyl-1H-pyrazol-5-yl)amino)pyrimidin-4-yl)pyridin), C(C)(=O)OCC (ethyl acetate), C(C)(=O)OCC (ethyl acetate). Reaction conditions: time 15 minute. Product: ClC1=C(C=C(C=C1)[C@@H](CO)N1C(C=C(C=C1)C1=NC(=NC=C1)NC1=CC=NN1C)=O)F ((S)-1-(1-(4-chloro-3-fluorophenyl)-2-hydroxyethyl)-4-(2-((1-methyl-1H-pyrazol-5-yl)amino)pyrimidin-4-yl)pyridin-2(1H)-one). Yield: 54.6%. RXN SMILES: [Si]([O:8][CH2:9][C@@H:10]([N:19]1[CH:24]=[CH:23][C:22]([C:25]2[CH:30]=[CH:29][N:28]=[C:27]([NH:31][C:32]3[N:36]([CH3:37])[N:35]=[CH:34][CH:33]=3)[N:26]=2)=[CH:21][CH2:20]1)[C:11]1[CH:16]=[CH:15][C:14]([Cl:17])=[C:13]([F:18])[CH:12]=1)(C(C)(C)C)(C)C.C(OCC)(=[O:40])C>>[Cl:17][C:14]1[CH:15]=[CH:16][C:11]([C@H:10]([N:19]2[CH:24]=[CH:23][C:22]([C:25]3[CH:30]=[CH:29][N:28]=[C:27]([NH:31][C:32]4[N:36]([CH3:37])[N:35]=[CH:34][CH:33]=4)[N:26]=3)=[CH:21][C:20]2=[O:40])[CH2:9][OH:8])=[CH:12][C:13]=1[F:18]. Reported procedure: Crude (S)-1-(2-((tert-butyldimethylsilyl)oxy)-1-(4-chloro-3-fluorophenyl)ethyl)-4-(2-((1-methyl-1H-pyrazol-5-yl)amino)pyrimidin-4-yl)pyridin-2(1H-one (48 mg) was dissolved in ethyl acetate (4 mL) and treated dropwise slowly (over 2 minutes) with an ethyl acetate solution (1.0 mL, which had been saturated with HCl gas). The reaction stirred at room temperature for 15 minutes, after which time LCMS indicated complete consumption of the starting material. The reaction mixture was concentrated to an... Reactants: FC(C(=O)O)(F)F.C(C)S(=O)(=O)N1CCC(CC1)C1=CNC2=C(C=C(C=C12)C=1N=C(SC1)CNCC(C)C)C(=O)N (3-[1-(ethylsulfonyl)-4-piperidinyl]-5-(2-{[(2-methylpropyl)amino]methyl}-1,3-thiazol-4-yl)-1H-indole-7-carboxamide trifluoroacetate), CC(CN)C (2-methyl-1-propanamine). Product: C(C)S(=O)(=O)N1CCC(CC1)C1=CNC2=C(C=C(C=C12)C=1N=C(SC1)CN1CCCCC1)C(=O)N (3-[1-(ethylsulfonyl)-4-piperidinyl]-5-[2-(1-piperidinylmethyl)-1,3-thiazol-4-yl]-1H-indole-7-carboxamide). The yield is 51.6%. As a reaction SMILES: F[C:2](F)(F)[C:3](O)=O.[CH2:8]([S:10]([N:13]1[CH2:18][CH2:17][CH:16]([C:19]2[C:27]3[C:22](=[C:23]([C:39]([NH2:41])=[O:40])[CH:24]=[C:25]([C:28]4[N:29]=[C:30]([CH2:33][NH:34][CH2:35]C(C)C)[S:31][CH:32]=4)[CH:26]=3)[NH:21][CH:20]=2)[CH2:15][CH2:14]1)(=[O:12])=[O:11])[CH3:9].[CH3:42][CH:43](C)CN>>[CH2:8]([S:10]([N:13]1[CH2:18][CH2:17][CH:16]([C:19]2[C:27]3[C:22](=[C:23]([C:39]([NH2:41])=[O:40])[CH:24]=[C:25]([C:28]4[N:29]=[C:30]([CH2:33][N:34]5[CH2:35][CH2:3][CH2:2][CH2:43][CH2:42]5)[S:31][CH:32]=4)[CH:26]=3)[NH:21][CH:20]=2)[CH2:15][CH2:14]1)(=[O:12])=[O:11])[CH3:9] |f:0.1|. Procedure details: The title compound was prepared according to the general procedure of 3-[1-(ethylsulfonyl)-4-piperidinyl]-5-(2-{[(2-methylpropyl)amino]methyl}-1,3-thiazol-4-yl)-1H-indole-7-carboxamide trifluoroacetate, substituting piperidine (78 mg, 0.3 mmol) for 2-methyl-1-propanamine to afford 15.5 mg of the title compound (51.6%). Starting materials: C1CNCCN1, CC#N, Cc1c(F)c(F)cc2c1c(=O)c(C(=O)O)cn2C1CC1. The product is Cc1c(F)c(N2CCNCC2)cc2c1c(=O)c(C(=O)O)cn2C1CC1. As a reaction SMILES: [CH2:21]1[CH2:22][NH:23][CH2:24][CH2:25][NH:26]1.[CH3:27][C:28]#[N:29].[CH:1]1([n:4]2[cH:5][c:6]([C:18](=[O:19])[OH:20])[c:7](=[O:17])[c:8]3[c:9]([CH3:16])[c:10]([F:15])[c:11]([F:14])[cH:12][c:13]23)[CH2:2][CH2:3]1>>[CH:1]1([n:4]2[cH:5][c:6]([C:18](=[O:19])[OH:20])[c:7](=[O:17])[c:8]3[c:9]([CH3:16])[c:10]([F:15])[c:11]([N:23]4[CH2:22][CH2:21][NH:26][CH2:25][CH2:24]4)[cH:12][c:13]23)[CH2:2][CH2:3]1.